From a dataset of the Open Reaction Database (ORD), a public repository of structured organic reaction records. describe an organic reaction: reactants, conditions, products, and yield Starting materials: ClC=1C=[N+](C=C(C1C[C@H](OC(=O)OC1=CC=C(C=C1)[N+](=O)[O-])C1=CC(=C(C=C1)OC(F)F)OCC1CC1)Cl)[O-] ((S)-3,5-dichloro-4-(2-(3-(cyclopropylmethoxy)-4-(difluoromethoxy)phenyl)-2-((4-nitrophenoxy)carbonyloxy)ethyl)pyridine 1-oxide), SC1=CC=C(C=C1)NS(=O)(=O)C (N-(4-mercaptophenyl)methanesulfonamide). Procedure details: To a stirred solution of (S)-3,5-dichloro-4-(2-(3-(cyclopropylmethoxy)-4-(difluoromethoxy)phenyl)-2-((4-nitrophenoxy)carbonyloxy)ethyl)pyridine 1-oxide (prepared with an analogous procedure to that described in Scheme 3, Step 1), (200 mg, 0.342 mmol) in DCM (10 ml), DMAP (41.7 mg, 0.342 mmol), and N-(4-mercaptophenyl)methanesulfonamide (83 mg, 0.410 mmol) were sequentially added. The mixture was stirred at RT for 4 hours, then the solvent was removed and the crude purified by flash chromatograph... The reagents and catalysts are CN(C)C=1C=CN=CC1 (DMAP). Reaction conditions: time 4 hour. As a reaction SMILES: [Cl:1][C:2]1[CH:3]=[N+:4]([O-:39])[CH:5]=[C:6]([Cl:38])[C:7]=1[CH2:8][C@@H:9]([C:23]1[CH:28]=[CH:27][C:26]([O:29][CH:30]([F:32])[F:31])=[C:25]([O:33][CH2:34][CH:35]2[CH2:37][CH2:36]2)[CH:24]=1)[O:10][C:11](OC1C=CC([N+]([O-])=O)=CC=1)=[O:12].[SH:40][C:41]1[CH:46]=[CH:45][C:44]([NH:47][S:48]([CH3:51])(=[O:50])=[O:49])=[CH:43][CH:42]=1>C(Cl)Cl.CN(C1C=CN=CC=1)C>[Cl:38][C:6]1[CH:5]=[N+:4]([O-:39])[CH:3]=[C:2]([Cl:1])[C:7]=1[CH2:8][C@@H:9]([C:23]1[CH:28]=[CH:27][C:26]([O:29][CH:30]([F:31])[F:32])=[C:25]([O:33][CH2:34][CH:35]2[CH2:37][CH2:36]2)[CH:24]=1)[O:10][C:11]([S:40][C:41]1[CH:42]=[CH:43][C:44]([NH:47][S:48]([CH3:51])(=[O:50])=[O:49])=[CH:45][CH:46]=1)=[O:12]. Isolated yield 36.5%. Solvent: C(Cl)Cl (DCM). Product: ClC=1C=[N+](C=C(C1C[C@H](OC(=O)SC1=CC=C(C=C1)NS(=O)(=O)C)C1=CC(=C(C=C1)OC(F)F)OCC1CC1)Cl)[O-] ((S)-3,5-dichloro-4-(2-(3-(cyclopropylmethoxy)-4-(difluoromethoxy)phenyl)-2-((4-(methylsulfonamido)phenylthio)carbonyloxy)ethyl)-pyridine 1-oxide). Reactants: COc1ccccc1CNC(=O)c1cc(C(F)(F)F)nn1-c1cccc(CNC(=O)OC(C)(C)C)c1, ClCCl, O=C(O)C(F)(F)F, [Na+], O=C([O-])O. Product: COc1ccccc1CNC(=O)c1cc(C(F)(F)F)nn1-c1cccc(CN)c1. Reaction SMILES: [CH3:1][O:2][c:3]1[c:4]([CH2:5][NH:6][C:7](=[O:8])[c:9]2[cH:10][c:11]([C:29]([F:30])([F:31])[F:32])[n:12][n:13]2-[c:14]2[cH:15][c:16]([CH2:17][NH:18][C:19](=[O:20])[O:21][C:22]([CH3:23])([CH3:24])[CH3:25])[cH:26][cH:27][cH:28]2)[cH:33][cH:34][cH:35][cH:36]1.[Cl:49][CH2:50][Cl:51].[F:37][C:38]([F:39])([F:40])[C:41]([OH:42])=[O:43].[Na+:48].[O-:44][C:45]([OH:46])=[O:47]>>[CH3:1][O:2][c:3]1[c:4]([CH2:5][NH:6][C:7](=[O:8])[c:9]2[cH:10][c:11]([C:29]([F:30])([F:31])[F:32])[n:12][n:13]2-[c:14]2[cH:15][c:16]([CH2:17][NH2:18])[cH:26][cH:27][cH:28]2)[cH:33][cH:34][cH:35][cH:36]1.